describe an organic reaction: reactants, conditions, products, and yield From a dataset of the Open Reaction Database (ORD), a public repository of structured organic reaction records. Conditions: time 16 hour. Reported procedure: 0.86 ml of Triethylamine, 0.672 g of 1-hydroxy-7-azabenzotriazole and 0.946 g of N-(3-dimethylaminopropyl)-N′-ethylcarbodiimide.HCl were added at R.T. to a suspension of 1.35 g of (3-bromo-quinolin-6-yloxy)-methylsulfanyl-acetic acid in 11 ml of dry DMF. To this suspension, 0.494 g of 2-amino-3-hydroxy-2-methyl-propionitrile dissolved in 2 ml of dry DMF were added dropwise. The reaction mixture was stirred 16 hrs at R.T and then poured onto a mixture of ethyl acetate and brine. The two layers we... The yield is 65.4%. Solvent: C(C)N(CC)CC (Triethylamine), CN(C)C=O (DMF), CN(C)C=O (DMF), [Cl-].[Na+].O (brine), C(C)(=O)OCC (ethyl acetate). Reaction SMILES: ON1C2N=CC=CC=2N=N1.CN(C)CCCN=C=NCC.Cl.[Br:23][C:24]1[CH:25]=[N:26][C:27]2[C:32]([CH:33]=1)=[CH:31][C:30]([O:34][CH:35]([S:39][CH3:40])[C:36]([OH:38])=O)=[CH:29][CH:28]=2.[NH2:41][C:42]([CH3:47])([CH2:45][OH:46])[C:43]#[N:44]>CN(C=O)C.[Cl-].[Na+].O.C(OCC)(=O)C.C(N(CC)CC)C>[Br:23][C:24]1[CH:25]=[N:26][C:27]2[C:32]([CH:33]=1)=[CH:31][C:30]([O:34][CH:35]([S:39][CH3:40])[C:36]([NH:41][C:42]([C:43]#[N:44])([CH3:47])[CH2:45][OH:46])=[O:38])=[CH:29][CH:28]=2 |f:6.7.8|. Product: BrC=1C=NC2=CC=C(C=C2C1)OC(C(=O)NC(CO)(C)C#N)SC (2-(3-bromo-quinolin-6-yloxy)-N-(1-cyano-2-hydroxy-1-methyl-ethyl)-2-methylsulfanyl acetamide). Starting materials: ON1N=NC2=C1N=CC=C2 (1-hydroxy-7-azabenzotriazole), NC(C#N)(CO)C (2-amino-3-hydroxy-2-methyl-propionitrile), CN(CCCN=C=NCC)C (N-(3-dimethylaminopropyl)-N′-ethylcarbodiimide), Cl (HCl), BrC=1C=NC2=CC=C(C=C2C1)OC(C(=O)O)SC ((3-bromo-quinolin-6-yloxy)-methylsulfanyl-acetic acid). Procedure: Prepared using General Procedure 1. A solution of 5-(5-bromothiazol-2-yl)-2-fluorobenzonitrile THZ INT-2 (0.12 g, 0.42 mmol), (5)-tert-butyldimethyl((4-(4,4,5,5-tetramethyl-1,3,2-dioxaborolan-2-yl)-2,3-dihydro-1H-inden-1-yl)oxy)silane IND INT-6 (0.16 g, 0.42 mmol), potassium carbonate (0.176 g, 1.2 mmol) and 3:1 mixture of DME/H2O (2 mL) was degassed with N2 for 10 min before the addition of Pd(PPh3)4 (0.034 g, 0.03 mmol). The mixture reaction was degassed with N2 for additional 2 min and then h... Yield: 60.0%. Reactants: BrC1=CN=C(S1)C=1C=CC(=C(C#N)C1)F (5-(5-bromothiazol-2-yl)-2-fluorobenzonitrile), C(C)(C)(C)[Si](O[C@H]1CCC2=C(C=CC=C12)B1OC(C(O1)(C)C)(C)C)(C)C ((5)-tert-butyldimethyl((4-(4,4,5,5-tetramethyl-1,3,2-dioxaborolan-2-yl)-2,3-dihydro-1H-inden-1-yl)oxy)silane), C([O-])([O-])=O.[K+].[K+] (potassium carbonate), N#N (N2). Product: [Si](C)(C)(C(C)(C)C)O[C@H]1CCC2=C(C=CC=C12)C1=CN=C(S1)C=1C=CC(=C(C#N)C1)F ((S)-5-(5-(1-((tert-butyldimethylsilyl)oxy)-2,3-dihydro-1H-inden-4-yl)thiazol-2-yl)-2-fluorobenzonitrile). Reaction conditions: temperature 90 celsius. Run in COCCOC.O (DME H2O). Reagents/catalysts: C=1C=CC(=CC1)[P](C=2C=CC=CC2)(C=3C=CC=CC3)[Pd]([P](C=4C=CC=CC4)(C=5C=CC=CC5)C=6C=CC=CC6)([P](C=7C=CC=CC7)(C=8C=CC=CC8)C=9C=CC=CC9)[P](C=1C=CC=CC1)(C=1C=CC=CC1)C=1C=CC=CC1 (Pd(PPh3)4). RXN SMILES: Br[C:2]1[S:6][C:5]([C:7]2[CH:8]=[CH:9][C:10]([F:15])=[C:11]([CH:14]=2)[C:12]#[N:13])=[N:4][CH:3]=1.[C:16]([Si:20]([CH3:41])([CH3:40])[O:21][C@@H:22]1[C:30]2[C:25](=[C:26](B3OC(C)(C)C(C)(C)O3)[CH:27]=[CH:28][CH:29]=2)[CH2:24][CH2:23]1)([CH3:19])([CH3:18])[CH3:17].C(=O)([O-])[O-].[K+].[K+].N#N>C1C=CC([P]([Pd]([P](C2C=CC=CC=2)(C2C=CC=CC=2)C2C=CC=CC=2)([P](C2C=CC=CC=2)(C2C=CC=CC=2)C2C=CC=CC=2)[P](C2C=CC=CC=2)(C2C=CC=CC=2)C2C=CC=CC=2)(C2C=CC=CC=2)C2C=CC=CC=2)=CC=1.COCCOC.O>[Si:20]([O:21][C@@H:22]1[C:30]2[C:25](=[C:26]([C:2]3[S:6][C:5]([C:7]4[CH:8]=[CH:9][C:10]([F:15])=[C:11]([CH:14]=4)[C:12]#[N:13])=[N:4][CH:3]=3)[CH:27]=[CH:28][CH:29]=2)[CH2:24][CH2:23]1)([C:16]([CH3:19])([CH3:18])[CH3:17])([CH3:41])[CH3:40] |f:2.3.4,7.8,^1:53,55,74,93|.